This data is from the Open Reaction Database (ORD), a public repository of structured organic reaction records. The task is: describe an organic reaction: reactants, conditions, products, and yield Starting materials: CS(=O)(=O)OC1CC(C(=O)c2ncn3ccsc23)N(C(=O)OCc2ccc([N+](=O)[O-])cc2)C1, [N-]=[N+]=[N-], [Na+], CN(C)C=O, O. Yields the product [N-]=[N+]=NC1CC(C(=O)c2ncn3ccsc23)N(C(=O)OCc2ccc([N+](=O)[O-])cc2)C1. RXN SMILES: [CH3:5][S:6]([O:7][CH:10]1[CH2:11][CH:12]([C:28](=[O:29])[c:30]2[n:31][cH:32][n:33]3[c:34]2[s:35][cH:36][cH:37]3)[N:13]([C:15](=[O:16])[O:17][CH2:18][c:19]2[cH:20][cH:21][c:22]([N+:25](=[O:26])[O-:27])[cH:23][cH:24]2)[CH2:14]1)(=[O:8])=[O:9].[N-:2]=[N+:3]=[N-:4].[Na+:1].[O:39]=[CH:40][N:41]([CH3:42])[CH3:43].[OH2:38]>>[N:2](=[N+:3]=[N-:4])[CH:10]1[CH2:11][CH:12]([C:28](=[O:29])[c:30]2[n:31][cH:32][n:33]3[c:34]2[s:35][cH:36][cH:37]3)[N:13]([C:15](=[O:16])[O:17][CH2:18][c:19]2[cH:20][cH:21][c:22]([N+:25](=[O:26])[O-:27])[cH:23][cH:24]2)[CH2:14]1. The reactants are [H-].[Na+] (sodium hydride), N1C(=O)C(=O)C2=CC=CC=C12 (Isatin), C(C1=CC=CC=C1)OC1=CC=C(C=C1)C1=CC(=CC=C1)Br (4-(3-bromophenyl)phenol benzyl ether). The reagents and catalysts are [Cu](I)I (copper iodide). Solvent: CN(C)C=O (DMF). Run at time 0.5 hour. Yields the product C(C1=CC=CC=C1)OC1=CC=C(C=C1)C=1C=C(C=CC1)N1C(=O)C(=O)C2=CC=CC=C12 (N-[3-(4-benzyloxyphenyl)phenyl]isatin). RXN SMILES: [NH:1]1[C:11]2[C:6](=[CH:7][CH:8]=[CH:9][CH:10]=2)[C:4](=[O:5])[C:2]1=[O:3].[H-].[Na+].[CH2:14]([O:21][C:22]1[CH:27]=[CH:26][C:25]([C:28]2[CH:33]=[CH:32][CH:31]=[C:30](Br)[CH:29]=2)=[CH:24][CH:23]=1)[C:15]1[CH:20]=[CH:19][CH:18]=[CH:17][CH:16]=1>CN(C=O)C.[Cu](I)I>[CH2:14]([O:21][C:22]1[CH:23]=[CH:24][C:25]([C:28]2[CH:29]=[C:30]([N:1]3[C:11]4[C:6](=[CH:7][CH:8]=[CH:9][CH:10]=4)[C:4](=[O:5])[C:2]3=[O:3])[CH:31]=[CH:32][CH:33]=2)=[CH:26][CH:27]=1)[C:15]1[CH:16]=[CH:17][CH:18]=[CH:19][CH:20]=1 |f:1.2|. Reported procedure: Isatin (0.12 g, 0.81 mmol) in anhydrous DMF (30 mL) was cooled in an ice-bath under nitrogen and treated with sodium hydride (21 mg, 1.1 equivalents). The reaction was stirred in ice for 0.5 hours and then warmed to room temperature. This solution was then treated with 4-(3-bromophenyl)phenol benzyl ether (Hajduk et al. J. Am. Chem. Soc. 1997, 119, 5818–5827), (0.16 g, 0.47 mmol) followed by copper iodide (0.32 g, 1.68 mmol). The reaction was heated in an oil-bath at 140° C. After ˜16 hours, the... Reactants: ClC1=C(C=CC=C1)S(=O)(=O)N1CCC2(CCNC2=O)CC1 (8-(2-chloro-benzenesulfonyl)-2,8-diaza-spiro[4.5]decan-1-one), BrC1=CC2=C(OC(O2)(F)F)C=C1 (5-bromo-2,2-difluoro-benzo[1,3]dioxole). Product: ClC1=C(C=CC=C1)S(=O)(=O)N1CCC2(CCN(C2=O)C2=CC3=C(OC(O3)(F)F)C=C2)CC1 (8-(2-Chloro-benzenesulfonyl)-2-(2,2-difluoro-benzo[1,3]-dioxol-5-yl)-2,8-diaza-spiro[4.5]decan-1-one). RXN SMILES: [Cl:1][C:2]1[CH:7]=[CH:6][CH:5]=[CH:4][C:3]=1[S:8]([N:11]1[CH2:21][CH2:20][C:14]2([C:18](=[O:19])[NH:17][CH2:16][CH2:15]2)[CH2:13][CH2:12]1)(=[O:10])=[O:9].Br[C:23]1[CH:33]=[CH:32][C:26]2[O:27][C:28]([F:31])([F:30])[O:29][C:25]=2[CH:24]=1>>[Cl:1][C:2]1[CH:7]=[CH:6][CH:5]=[CH:4][C:3]=1[S:8]([N:11]1[CH2:21][CH2:20][C:14]2([C:18](=[O:19])[N:17]([C:33]3[CH:23]=[CH:24][C:25]4[O:29][C:28]([F:30])([F:31])[O:27][C:26]=4[CH:32]=3)[CH2:16][CH2:15]2)[CH2:13][CH2:12]1)(=[O:9])=[O:10]. Procedure details: The title compound was prepared in analogy to example 148 step F) from 8-(2-chloro-benzenesulfonyl)-2,8-diaza-spiro[4.5]decan-1-one (described in example 148 step E or example 179 step A for an alternative synthesis) and 5-bromo-2,2-difluoro-benzo[1,3]dioxole. Off-white solid. MS (ESI): 485.1 (MH+). Reactants: [OH-].[Na+] (sodium hydroxide), N1C=NC=C1 (imidazole), ClC1=NC(=NC(=N1)N1CCOCC1)N1CCOCC1 (2-chloro-4,6-dimorpholino-1,3,5-triazine). Run in CN(C)C=O (DMF). Run at time 30 minute. The product is N1(C=NC=C1)C1=NC(=NC(=N1)N1CCOCC1)N1CCOCC1 (2-(1-Imidazolyl)-4,6-dimorpholino-1,3,5-triazine). Yield: 42.3%. As a reaction SMILES: Cl[C:2]1[N:7]=[C:6]([N:8]2[CH2:13][CH2:12][O:11][CH2:10][CH2:9]2)[N:5]=[C:4]([N:14]2[CH2:19][CH2:18][O:17][CH2:16][CH2:15]2)[N:3]=1.[OH-].[Na+].[NH:22]1[CH:26]=[CH:25][N:24]=[CH:23]1>CN(C=O)C>[N:22]1([C:2]2[N:7]=[C:6]([N:8]3[CH2:13][CH2:12][O:11][CH2:10][CH2:9]3)[N:5]=[C:4]([N:14]3[CH2:19][CH2:18][O:17][CH2:16][CH2:15]3)[N:3]=2)[CH:26]=[CH:25][N:24]=[CH:23]1 |f:1.2|. Procedure details: The obtained 2-chloro-4,6-dimorpholino-1,3,5-triazine (1.44 g, 5.04 mol) was dissolved in DMF (40 ml), added with sodium hydroxide (430 mg, 10.2 mmol) and imidazole (694 mg, 10.2 mmol) and stirred at 110° C. -120° C. for 30 minutes. The reaction mixture was evaporated under reduced pressure. The residue was added with ethyl acetate and water, and then shaken for mixing. The organic layer was separated, washed with water, dried over anhydrous magnesium sulfate and evaporated. The obtained residue...